From a dataset of the Open Reaction Database (ORD), a public repository of structured organic reaction records. describe an organic reaction: reactants, conditions, products, and yield Starting materials: FC(COC1=CC=C(C=N1)C(C)N)(F)F (1-[6-(2,2,2-trifluoroethoxy)pyridin-3-yl]ethanamine), ClC1=NC=C(C#N)C=C1 (6-chloronicotinonitrile), C1(CCCC1)O (cyclopentanol). Yields the product C1(CCCC1)OC1=CC=C(C=N1)C(C)N (1-[6-(cyclopentyloxy)pyridin-3-yl]ethanamine). Reaction SMILES: F[C:2](F)(F)[CH2:3][O:4][C:5]1[N:10]=[CH:9][C:8]([CH:11]([NH2:13])[CH3:12])=[CH:7][CH:6]=1.ClC1C=C[C:20]([C:21]#N)=[CH:19]N=1.C1(O)CCCC1>>[CH:3]1([O:4][C:5]2[N:10]=[CH:9][C:8]([CH:11]([NH2:13])[CH3:12])=[CH:7][CH:6]=2)[CH2:21][CH2:20][CH2:19][CH2:2]1. Reported procedure: The title compound was synthesised according to the 2-step procedure described for the synthesis of 1-[6-(2,2,2-trifluoroethoxy)pyridin-3-yl]ethanamine starting from 6-chloronicotinonitrile and cyclopentanol. The reactants are CC(=O)[O-], CC(=O)[O-], O=C(c1c[nH]c2cc(Cl)ccc12)C(F)(F)F, ClCCl, [Cu+2], OB(O)c1cc(F)cc(F)c1, c1ccncc1. The product is O=C(c1cn(-c2cc(F)cc(F)c2)c2cc(Cl)ccc12)C(F)(F)F. Reaction SMILES: [C:37]([O-:38])(=[O:39])[CH3:40].[C:42]([O-:43])(=[O:44])[CH3:45].[Cl:1][c:2]1[cH:3][cH:4][c:5]2[c:6]([C:11]([C:12]([F:13])([F:14])[F:15])=[O:16])[cH:7][nH:8][c:9]2[cH:10]1.[Cl:34][CH2:35][Cl:36].[Cu+2:41].[F:23][c:24]1[cH:25][c:26]([B:31]([OH:32])[OH:33])[cH:27][c:28]([F:30])[cH:29]1.[cH:17]1[cH:18][cH:19][n:20][cH:21][cH:22]1>>[Cl:1][c:2]1[cH:3][cH:4][c:5]2[c:6]([C:11]([C:12]([F:13])([F:14])[F:15])=[O:16])[cH:7][n:8](-[c:26]3[cH:25][c:24]([F:23])[cH:29][c:28]([F:30])[cH:27]3)[c:9]2[cH:10]1. Reactants: nitrile, C(C)(C)(C)C=1C(=C2NN=C(N2N1)C1=C(C(=C(C(=C1C)C)CCCCCCCCCC)C)C)C#N (6-t-Butyl-7-cyano-3-(4-n-decyl-2,3,5,6-tetramethylphenyl)-1H-pyrazolo[3,2-c]-s-triazole), S(O)(O)(=O)=O (sulfuric acid), ice, ice, O (water). Solvent: CO (methanol). The product is C(C)(C)(C)C=1C=C2NN=C(N2N1)C1=C(C(=C(C(=C1C)C)CCCCCCCCCC)C)C (6-t-Butyl-3-(4-n-decyl-2,3,5,6-tetramethylphenyl)-1H-pyrazolo-[3,2-c]-s-triazole). The yield is 85.0%. RXN SMILES: [C:1]([C:5]1[C:6](C#N)=[C:7]2[N:11]([N:12]=1)[C:10]([C:13]1[C:18]([CH3:19])=[C:17]([CH3:20])[C:16]([CH2:21][CH2:22][CH2:23][CH2:24][CH2:25][CH2:26][CH2:27][CH2:28][CH2:29][CH3:30])=[C:15]([CH3:31])[C:14]=1[CH3:32])=[N:9][NH:8]2)([CH3:4])([CH3:3])[CH3:2].S(=O)(=O)(O)O.O>CO>[C:1]([C:5]1[CH:6]=[C:7]2[N:11]([N:12]=1)[C:10]([C:13]1[C:14]([CH3:32])=[C:15]([CH3:31])[C:16]([CH2:21][CH2:22][CH2:23][CH2:24][CH2:25][CH2:26][CH2:27][CH2:28][CH2:29][CH3:30])=[C:17]([CH3:20])[C:18]=1[CH3:19])=[N:9][NH:8]2)([CH3:3])([CH3:4])[CH3:2]. Procedure: The nitrile from part (b) (20 g) was added in one portion to 75% sulfuric acid (from concentrated H2SO4 [270 g]) and ice (90 g) with stirring at 140°-150° C. 15-20 minutes later, ice (1000 g) was added. After decantation, the sticky solid was dissolved in methanol (200 ml) and hot water (5 ml) added. On cooling, the precipitate was collected, washed with 90% methanol (2×50 ml) and dried to give the product (85-90%), m.p. 194°-195° C. The reactants are ClC1=CC=C(C=O)C=C1 (4-chlorobenzaldehyde), NCCCN1C(=NC(=C1)C)CC1=CC=CC=C1 (1-(3-aminopropyl)-2-benzyl-4-methylimidazole), [BH4-].[Na+] (sodium borohydride). Run in C(C)O (ethanol). Yields the product ClC1=CC=C(CCCCN)C=C1 ((4-chlorobenzyl)propylamine). Reaction SMILES: [Cl:1][C:2]1[CH:9]=[CH:8][C:5]([CH:6]=O)=[CH:4][CH:3]=1.[NH2:10][CH2:11][CH2:12][CH2:13]N1C=C(C)N=C1CC1C=CC=CC=1.[BH4-].[Na+]>C(O)C>[Cl:1][C:2]1[CH:9]=[CH:8][C:5]([CH2:6][CH2:13][CH2:12][CH2:11][NH2:10])=[CH:4][CH:3]=1 |f:2.3|. Procedure details: In a similar manner to Example 35, a mixture of 4-chlorobenzaldehyde (5.6 g) and 1-(3-aminopropyl)-2-benzyl-4-methylimidazole (9.2 g) in ethanol (100 ml) was stirred and then reduced with sodium borohydride (1.6 g) to give 3-(2-benzyl-4-methylimidazol-1-yl)-[-(4-chlorobenzyl)propylamine, b.p. 190°-200° C. (0.04 mmHg). Glc and 1H nmr indicated that the product contained 21% of 3-(2-benzyl-5-methylimidazol-1-yl)-N-(4-chlorobenzyl)propylamine. Starting materials: C(CCCC)C1(CCCCC1)C=C (1-Pentyl-1-vinylcyclohexane), 9-BBN dimer, OO (H2O2), [OH-].[Na+] (NaOH). Run in C1CCOC1 (THF), C1CCOC1 (THF), O (H2O), O (H2O). Run at time 2.5 hour. Yields the product C(CCCC)C1(CCCCC1)CCO (2-(1-Pentylcyclohexyl)ethanol). Isolated yield 71.0%. As a reaction SMILES: [CH2:1]([C:6]1([CH:12]=[CH2:13])[CH2:11][CH2:10][CH2:9][CH2:8][CH2:7]1)[CH2:2][CH2:3][CH2:4][CH3:5].C12CCCC(CCC1)B12[H]B2(C3CCCC2CCC3)[H]1.[OH:34]O.[OH-].[Na+]>C1COCC1.O>[CH2:1]([C:6]1([CH2:12][CH2:13][OH:34])[CH2:7][CH2:8][CH2:9][CH2:10][CH2:11]1)[CH2:2][CH2:3][CH2:4][CH3:5] |f:3.4|. Procedure: A solution of 2-5 (90 mg, 0.50 mmol) in THF (3.4 mL) was added to a solution of 9-BBN dimer (206 mg, 0.84 mmol) in THF (3 mL). The reaction was placed in a 60° C. oil bath and after 2.5 h, a solution of H2O2 (35%, 1.4 mL)/NaOH (0.5 M, 1.4 mL)/H2O (0.35 mL) was added. The reaction was heated to reflux for 1 h and then allowed to cool to room temperature. H2O (20 mL) was added and the mixture was extracted with ethyl acetate (3×25 mL). The combined ethyl acetate solution was washed with brine and ... Reactants: C(C)OC(=O)C1=CN=C2SC(=C(N21)C)C (2,3-Dimethylimidazo[2,1-b]thiazole-5-carboxylic acid ethyl ester), [H-].[H-].[H-].[H-].[Li+].[Al+3] (LiAlH4). The solvent is C1CCOC1 (THF). Yields the product CC1=C(N2C(S1)=NC=C2CO)C (2,3-Dimethylimidazo[2,1-b]thiazole-5-methanol). As a reaction SMILES: C([O:3][C:4]([C:6]1[N:13]2[C:9]([S:10][C:11]([CH3:15])=[C:12]2[CH3:14])=[N:8][CH:7]=1)=O)C.[H-].[H-].[H-].[H-].[Li+].[Al+3]>C1COCC1>[CH3:15][C:11]1[S:10][C:9]2=[N:8][CH:7]=[C:6]([CH2:4][OH:3])[N:13]2[C:12]=1[CH3:14] |f:1.2.3.4.5.6|. Procedure details: A solution of 2,3-Dimethylimidazo[2,1-b]thiazole-5-carboxylic acid ethyl ester (Formula A-4) (1.68 g) in THF (50 mL) at 0° was treated with LiAlH4 (0.38 g) and reacted at 25° for 1.5 hours. Excess reagent was quenched by sequential addition of water and 15% sodium hydroxide. The resulting mixture was diluted with THF (100 mL), filtered, and the filtrate was evaporated to a residue of crude 2,3-Dimethylimidazo[2,1-b]thiazole-5-methanol (Formula A-5) (1.04 g). Crystallization from isopropanol solu...